Dataset: the Open Reaction Database (ORD), a public repository of structured organic reaction records. Task: describe an organic reaction: reactants, conditions, products, and yield Reactants: COC1=CC(=CC=2N=C(NC21)C(C)C)OC (4,6-dimethoxy-2-isopropylbenzimidazole), Br (HBr), C (charcoal). Run in CO (MeOH). The product is OC=1C=C(C2=C(N=C(N2)C(C)C)C1)OC (6-hydroxy-2-isopropyl-4-methoxybenzimidazole). As a reaction SMILES: [CH3:1][O:2][C:3]1[C:11]2[NH:10][C:9]([CH:12]([CH3:14])[CH3:13])=[N:8][C:7]=2[CH:6]=[C:5]([O:15]C)[CH:4]=1.Br.C>CO>[OH:15][C:5]1[CH:4]=[C:3]([O:2][CH3:1])[C:11]2[NH:10][C:9]([CH:12]([CH3:13])[CH3:14])=[N:8][C:7]=2[CH:6]=1. Procedure details: Alternatively, a solution of 4,6-dimethoxy-2-isopropylbenzimidazole (12.70 g, 57.66 mmol) and 48% HBr (100 mL) was refluxed for 3 hours, and then the solution was cooled to ambient temperature and concentrated. The resulting solids were dissolved in H2O (100 mL) and neutralized (NaHCO3). A brown precipitate formed which was isolated by filtration. The precipitate was dissolved in MeOH (100 mL), treated with charcoal and concentrated to afford 6-hydroxy-2-isopropyl-4-methoxybenzimidazole as a bro... Product: C(C)(C)(C)OC(=O)N1CCC(CC1)OC1=CC(=C(C(=O)O)C=C1)OC (4-(N-t-Butoxycarbonyl-4-piperidinyloxy)-2-methoxybenzoic acid). Solvent: CO (MeOH). The yield is 95.0%. Starting materials: COC(C1=C(C=C(C=C1)OC1CCN(CC1)C(=O)OC(C)(C)C)OC)=O (4-(N-t-Butoxycarbonyl-4-piperidinyloxy)-2-methoxybenzoic acid methyl ester), C(Cl)Cl (DCM), carboxylic acid, [OH-].[Na+] (NaOH). Procedure details: 4-(N-t-Butoxycarbonyl-4-piperidinyloxy)-2-methoxybenzoic acid methyl ester from Step 2 was saponified to the carboxylic acid with aqueous NaOH in MeOH using the procedure of Step 3 in Example 11. 4-(N-t-Butoxycarbonyl-4-piperidinyloxy)-2-methoxybenzoic acid was obtained as a foam by evaporation of a DCM solution under reduced pressure (95% yield). As a reaction SMILES: C[O:2][C:3](=[O:26])[C:4]1[CH:9]=[CH:8][C:7]([O:10][CH:11]2[CH2:16][CH2:15][N:14]([C:17]([O:19][C:20]([CH3:23])([CH3:22])[CH3:21])=[O:18])[CH2:13][CH2:12]2)=[CH:6][C:5]=1[O:24][CH3:25].[OH-].[Na+].C(Cl)Cl>CO>[C:20]([O:19][C:17]([N:14]1[CH2:13][CH2:12][CH:11]([O:10][C:7]2[CH:8]=[CH:9][C:4]([C:3]([OH:26])=[O:2])=[C:5]([O:24][CH3:25])[CH:6]=2)[CH2:16][CH2:15]1)=[O:18])([CH3:23])([CH3:22])[CH3:21] |f:1.2|. The reactants are (4-diethylamino)phenyl borate, BrC=1C=CC2=C(C=C(CCN2C)C(=O)NC2=CC=C(C=C2)CN(C2CCOCC2)C)C1 (7-bromo-1-methyl-N-[4-[[N-methyl-N-(tetrahydro-2H-pyran-4-yl)amino]methyl]phenyl]-2,3-dihydro-1H-1-benzazepine-4-carboxamide), C(C)(=O)OCC (ethyl acetate), C([O-])([O-])=O.[K+].[K+] (potassium carbonate). The reagents and catalysts are C=1C=CC(=CC1)[P](C=2C=CC=CC2)(C=3C=CC=CC3)[Pd]([P](C=4C=CC=CC4)(C=5C=CC=CC5)C=6C=CC=CC6)([P](C=7C=CC=CC7)(C=8C=CC=CC8)C=9C=CC=CC9)[P](C=1C=CC=CC1)(C=1C=CC=CC1)C=1C=CC=CC1 (tetrakistriphenylphosphinepalladium). Run in O.C(C)O.C1(=CC=CC=C1)C (water ethanol toluene). Run at time 30 minute. Product: C(C)N(C1=CC=C(C=C1)C=1C=CC2=C(C=C(CCN2C)C(=O)NC2=CC=C(C=C2)CN(C2CCOCC2)C)C1)CC (7-(4-diethylaminophenyl)-1-methyl-N-(4-[[N-methyl-N-(tetrahydro-2H-pyran-4-yl)amino]methyl]phenyl]-2,3-dihydro-1H-1-benzazepine-4-carboxamide). Yield: 33.0%. Reaction SMILES: Br[C:2]1[CH:3]=[CH:4][C:5]2[N:11]([CH3:12])[CH2:10][CH2:9][C:8]([C:13]([NH:15][C:16]3[CH:21]=[CH:20][C:19]([CH2:22][N:23]([CH3:30])[CH:24]4[CH2:29][CH2:28][O:27][CH2:26][CH2:25]4)=[CH:18][CH:17]=3)=[O:14])=[CH:7][C:6]=2[CH:31]=1.C(=O)([O-])[O-].[K+].[K+].C(O[CH2:42][CH3:43])(=O)C>O.C(O)C.C1(C)C=CC=CC=1.C1C=CC([P]([Pd]([P](C2C=CC=CC=2)(C2C=CC=CC=2)C2C=CC=CC=2)([P](C2C=CC=CC=2)(C2C=CC=CC=2)C2C=CC=CC=2)[P](C2C=CC=CC=2)(C2C=CC=CC=2)C2C=CC=CC=2)(C2C=CC=CC=2)C2C=CC=CC=2)=CC=1>[CH2:10]([N:11]([CH2:42][CH3:43])[C:5]1[CH:6]=[CH:31][C:2]([C:2]2[CH:3]=[CH:4][C:5]3[N:11]([CH3:12])[CH2:10][CH2:9][C:8]([C:13]([NH:15][C:16]4[CH:21]=[CH:20][C:19]([CH2:22][N:23]([CH3:30])[CH:24]5[CH2:25][CH2:26][O:27][CH2:28][CH2:29]5)=[CH:18][CH:17]=4)=[O:14])=[CH:7][C:6]=3[CH:31]=2)=[CH:3][CH:4]=1)[CH3:9] |f:1.2.3,5.6.7,^1:58,60,79,98|. Procedure details: In water:ethanol:toluene (1:1:10, v/v, 18.0 ml) were dissolved (4-diethylamino)phenyl borate (234 mg) and 7-bromo-1-methyl-N-[4-[[N-methyl-N-(tetrahydro-2H-pyran-4-yl)amino]methyl]phenyl]-2,3-dihydro-1H-1-benzazepine-4-carboxamide (391 mg). To the solution was added potassium carbonate (268 mg), and the mixture was stirred under argon atmosphere at room temperature for 30 minutes. To the mixture was added tetrakistriphenylphosphinepalladium (37 mg), and the mixture was heated to reflux under arg... The reactants are Br (hydrogen bromide), CC1CC(CCC1)=O (3-Methylcyclohexanone), Br (hydrogen bromide), C(Cl)(Cl)Cl (chloroform), cupric bromide. Run in C(C)(=O)OCC (ethyl acetate), C(C)(=O)OCC (ethyl acetate). Product: BrC1C(CCCC1C)=O (2-bromo-3-methylcyclohexanone). RXN SMILES: [CH3:1][CH:2]1[CH2:7][CH2:6][CH2:5][C:4](=[O:8])[CH2:3]1.C(Cl)(Cl)Cl.[BrH:13]>C(OCC)(=O)C>[Br:13][CH:3]1[CH:2]([CH3:1])[CH2:7][CH2:6][CH2:5][C:4]1=[O:8]. Procedure details: 3-Methylcyclohexanone, 22.4 grams, contained in 250 ml. of chloroform and 50 ml. of ethyl acetate, is heated to boiling. A mixture of 98.3 grams of cupric bromide and 50 ml. of ethyl acetate is added and heated to maintain elimination of hydrogen bromide. When all of the hydrogen bromide is evolved, the mixture is heated to its reflux temperature for 15 minutes, filtered and the filtrate evaporated to a small volume. The residue is placed upon an alumina column and eluted with methylene chloride... Starting materials: B(Br)(Br)Br (Boron tribromide), C1(CCCC1)C(=O)N1[C@@H]2CC3=C([C@](CC1)(C2(C)C)C)C=CC=C3OC (cyclopentyl-[(2R,6S)-10-methoxy-6,11,11-trimethyl-1,2,5,6-tetrahydro-4H-2,6-methano-benzo[d]azocin-3-yl]-methanone). The solvent is ClCCl (dichlormethane). Conditions: time 2 hour. The product is C1(CCCC1)C(=O)N1[C@@H]2CC3=C([C@](CC1)(C2(C)C)C)C=CC=C3O (Cyclopentyl-[(2R,6S)-10-hydroxy-6,11,11-trimethyl-1,2,5,6-tetrahydro-4H-2,6-methano-benzo[d]azocin-3-yl]-methanone). As a reaction SMILES: B(Br)(Br)Br.[CH:5]1([C:10]([N:12]2[CH2:19][CH2:18][C@:17]3([CH3:23])[C:20]([CH3:22])([CH3:21])[C@H:13]2[CH2:14][C:15]2[C:27]([O:28]C)=[CH:26][CH:25]=[CH:24][C:16]=23)=[O:11])[CH2:9][CH2:8][CH2:7][CH2:6]1>ClCCl>[CH:5]1([C:10]([N:12]2[CH2:19][CH2:18][C@:17]3([CH3:23])[C:20]([CH3:21])([CH3:22])[C@H:13]2[CH2:14][C:15]2[C:27]([OH:28])=[CH:26][CH:25]=[CH:24][C:16]=23)=[O:11])[CH2:9][CH2:8][CH2:7][CH2:6]1. Reported procedure: Boron tribromide (2.8 mL) is added to a solution of cyclopentyl-[(2R,6S)-10-methoxy-6,11,11-trimethyl-1,2,5,6-tetrahydro-4H-2,6-methano-benzo[d]azocin-3-yl]-methanone (280 g) in dichlormethane (10 mL). The resulting solution is stirred at ambient temperature for 2 h and then quenched by the addition of water. The organic phase is separated, washed with water and dried (Na2SO4). Evaporation of the solvent under reduced pressure affords the product.